Dataset: the Open Reaction Database (ORD), a public repository of structured organic reaction records. Task: describe an organic reaction: reactants, conditions, products, and yield Starting materials: NC=1C=C(C(=O)OC)C=CC1 (methyl 3-aminobenzoate), CSC(=NC#N)SC (dimethyl N-cyanodithioiminocarbonate). The solvent is N1=CC=CC=C1 (pyridine). Conditions: time 8 hour. The product is C(#N)N=C(SC)NC=1C=C(C(=O)OC)C=CC1 (methyl 3-[[(cyanoimino)(methylthio)methyl]amino]benzoate). Reaction SMILES: [NH2:1][C:2]1[CH:3]=[C:4]([CH:9]=[CH:10][CH:11]=1)[C:5]([O:7][CH3:8])=[O:6].[CH3:12][S:13][C:14](SC)=[N:15][C:16]#[N:17]>N1C=CC=CC=1>[C:16]([N:15]=[C:14]([NH:1][C:2]1[CH:3]=[C:4]([CH:9]=[CH:10][CH:11]=1)[C:5]([O:7][CH3:8])=[O:6])[S:13][CH3:12])#[N:17]. Procedure details: A stirred mixture of methyl 3-aminobenzoate (6.04 g, 40 mmol) and dimethyl N-cyanodithioiminocarbonate (11.96 g, 80 mmol) in pyridine (70 mL) was heated at reflux for 2.5 hours. The reaction mixture was cooled to room temperature and upon standing overnight at room temperature the above compound (6.2 g) crystallized from the reaction mixture. The compound was used without further purification. 1H NMR was consistent with the proposed structure. Starting materials: COC=1C=C(C=CC(=O)O)C=CC1OC (3,4-dimethoxycinnamic acid), COC=1C=C(C=CC1OC)CCCO (3-(3,4-dimethoxyphenyl)propanol), C(#N)CC(=O)O (cyanoacetic acid), B(Cl)(Cl)Cl (boron trichloride), OC=1C=C(C=O)C=CC1O (3,4-dihydroxybenzaldehyde). The product is C(#N)C(C(=O)OCCC1=CC=C(C=C1)O)=CC1=CC(=C(C=C1)O)O (4-Hydroxyphenethyl 2-cyano-3-(3,4-dihydroxyphenyl)-2-propenoate). Reaction SMILES: C[O:2][C:3]1[CH:4]=[C:5]([CH:11]=[CH:12][C:13]=1[O:14]C)[CH:6]=[CH:7][C:8]([OH:10])=[O:9].CO[C:18]1[CH:19]=[C:20]([CH2:26][CH2:27]CO)[CH:21]=[CH:22][C:23]=1[O:24]C.[C:30](CC(O)=O)#[N:31].B(Cl)(Cl)Cl.OC1C=C(C=CC=1O)C=O>>[C:30]([C:7](=[CH:6][C:5]1[CH:11]=[CH:12][C:13]([OH:14])=[C:3]([OH:2])[CH:4]=1)[C:8]([O:10][CH2:27][CH2:26][C:20]1[CH:21]=[CH:22][C:23]([OH:24])=[CH:18][CH:19]=1)=[O:9])#[N:31]. Procedure: After the reduction of 3,4-dimethoxycinnamic acid to 3-(3,4-dimethoxyphenyl)propanol in the usual manner followed by condensation with cyanoacetic acid according to the procedure in Example 3, the product was demethylated with boron trichloride and condensed with 3,4-dihydroxybenzaldehyde to give the following compound. The reactants are OCCNCC1=C(C=CC=C1)Cl (N-hydroxyethyl-2-chlorobenzylamine), S(=O)(Cl)Cl (thionyl chloride). Product: ClC1=C(CN2S(OCC2)=O)C=CC=C1 (N-(2-chlorobenzyl)-2-oxo-1,2,3-oxathiazolidine). RXN SMILES: [OH:1][CH2:2][CH2:3][NH:4][CH2:5][C:6]1[CH:11]=[CH:10][CH:9]=[CH:8][C:7]=1[Cl:12].[S:13](Cl)(Cl)=[O:14]>>[Cl:12][C:7]1[CH:8]=[CH:9][CH:10]=[CH:11][C:6]=1[CH2:5][N:4]1[CH2:3][CH2:2][O:1][S:13]1=[O:14]. Procedure details: contacting N-hydroxyethyl-2-chlorobenzylamine with thionyl chloride and an organic base to give N-(2-chlorobenzyl)-2-oxo-1,2,3-oxathiazolidine, and The reactants are CO, CC(C)(C)S(=O)NC(C1CC1)C1CC1, Cl, C1COCCO1. Yields the product [NH3+]C(C1CC1)C1CC1, [Cl-]. RXN SMILES: [CH3:22][OH:23].[CH:1]1([CH:4]([NH:5][S:6]([C:7]([CH3:8])([CH3:9])[CH3:10])=[O:11])[CH:12]2[CH2:13][CH2:14]2)[CH2:2][CH2:3]1.[ClH:15].[O:16]1[CH2:17][CH2:18][O:19][CH2:20][CH2:21]1>>[CH:1]1([CH:4]([NH3+:5])[CH:12]2[CH2:13][CH2:14]2)[CH2:2][CH2:3]1.[Cl-:15].